Task: describe an organic reaction: reactants, conditions, products, and yield. Dataset: the Open Reaction Database (ORD), a public repository of structured organic reaction records The reactants are ice, CS(=O)(=O)Cl (Methanesulphonyl chloride), OCCCOC1=C(C=C(C=C1)C1=CC2=C(C(=N1)C#N)N=CN2C)C(F)(F)F (6-[4-(3-hydroxypropoxy)-3-(trifluoromethyl)-phenyl]-1-methyl-1H-imidazo[4,5-c]pyridine-4-carbonitrile), C(C)(C)N(CC)C(C)C (diisopropylethylamine). Solvent: CN1CCCC1=O (NMP). Reaction conditions: time 3 hour. The product is CS(=O)(=O)OCCCOC1=C(C=C(C=C1)C1=CC2=C(C(=N1)C#N)N=CN2C)C(F)(F)F (3-[4-(4-cyano-1-methyl-1H-imidazo[4,5-c]pyridin-6-yl)-2-(trifluoromethyl)phenoxy]propyl methane-sulfonate). The yield is 91.5%. As a reaction SMILES: [CH3:1][S:2](Cl)(=[O:4])=[O:3].[OH:6][CH2:7][CH2:8][CH2:9][O:10][C:11]1[CH:16]=[CH:15][C:14]([C:17]2[N:22]=[C:21]([C:23]#[N:24])[C:20]3[N:25]=[CH:26][N:27]([CH3:28])[C:19]=3[CH:18]=2)=[CH:13][C:12]=1[C:29]([F:32])([F:31])[F:30].C(N(C(C)C)CC)(C)C>CN1C(=O)CCC1>[CH3:1][S:2]([O:6][CH2:7][CH2:8][CH2:9][O:10][C:11]1[CH:16]=[CH:15][C:14]([C:17]2[N:22]=[C:21]([C:23]#[N:24])[C:20]3[N:25]=[CH:26][N:27]([CH3:28])[C:19]=3[CH:18]=2)=[CH:13][C:12]=1[C:29]([F:31])([F:32])[F:30])(=[O:4])=[O:3]. Reported procedure: Methanesulphonyl chloride (2.65 g) was added dropwise to a solution of 6-[4-(3-hydroxypropoxy)-3-(trifluoromethyl)-phenyl]-1-methyl-1H-imidazo[4,5-c]pyridine-4-carbonitrile (6.7 g) and diisopropylethylamine (9.7 ml) in NMP (40 ml). The mixture was stirred at room temperature for 3 hours. After adding ice (100 g), solid product was collected by filtration, washed with cold ethanol (20 ml) to give 3-[4-(4-cyano-1-methyl-1H-imidazo[4,5-c]pyridin-6-yl)-2-(trifluoromethyl)phenoxy]propyl methane-sulfo... Reactants: C(#CCCCC)C1=C(C(=O)N(OC)C)C=CC=C1 (2-(1-Hexyn-1-yl)-N-methyl-N-(methyloxy)benzamide), COC1=CC=C(C[Mg]Cl)C=C1 (4-methoxy benzylmagnesium chloride). Solvent: C1CCOC1 (THF). The product is C(#CCCCC)C1=C(C=CC=C1)C(CC1=CC=C(C=C1)OC)=O (1-[2-(1-Hexyn-1-yl)phenyl]-2-[4-(methyloxy)phenyl]ethanone). Isolated yield 69.0%. RXN SMILES: [C:1]([C:7]1[CH:18]=[CH:17][CH:16]=[CH:15][C:8]=1[C:9](N(C)OC)=[O:10])#[C:2][CH2:3][CH2:4][CH2:5][CH3:6].[CH3:19][O:20][C:21]1[CH:29]=[CH:28][C:24]([CH2:25][Mg]Cl)=[CH:23][CH:22]=1>C1COCC1>[C:1]([C:7]1[CH:18]=[CH:17][CH:16]=[CH:15][C:8]=1[C:9](=[O:10])[CH2:25][C:24]1[CH:28]=[CH:29][C:21]([O:20][CH3:19])=[CH:22][CH:23]=1)#[C:2][CH2:3][CH2:4][CH2:5][CH3:6]. Procedure details: 2-(1-Hexyn-1-yl)-N-methyl-N-(methyloxy)benzamide (158) (0.50 g, 2.04 mmol) was treated with 4-methoxy benzylmagnesium chloride in THF at 40° C. to give 0.43 g (69%) of the title compound (159) as a yellow oil. 1H NMR (400 MHz, CDCl3): δ 0.93 (t, J=7.2 Hz, 3H), 1.40-1.53 (m, 2H), 1.56-1.65 (m, 2H), 2.45 (t, J=7.0 Hz, 2H), 3.78 (s, 3H), 4.36 (s, 2H), 6.83 (d, J=8.5 Hz, 2H), 7.14 (d, J=8.5 Hz, 2H), 7.26-7.30 (m, 1H), 7.33-7.39 (m, 1H), 7.44-7.50 (m, 2H). LCMS (ESI): m/z 307 (M+H)+. The reactants are CC(C)C[Al+]CC(C)C, C1CCOC1, COC(=O)c1nccnc1N, [H-]. Yields the product Nc1nccnc1C=O. RXN SMILES: [CH2:13]([Al+:14][CH2:15][CH:16]([CH3:17])[CH3:18])[CH:19]([CH3:20])[CH3:21].[CH2:22]1[O:23][CH2:24][CH2:25][CH2:26]1.[CH3:1][O:2][C:3](=[O:4])[c:5]1[n:6][cH:7][cH:8][n:9][c:10]1[NH2:11].[H-:12]>>[O:2]=[CH:3][c:5]1[n:6][cH:7][cH:8][n:9][c:10]1[NH2:11]. The reactants are C(CS)C(=O)O (Mercaptopropionic acid), C1(=CC=CC=C1)C(C1=CC=CC=C1)(C1=CC=CC=C1)Cl (Triphenylmethylchloride). The solvent is C(Cl)Cl (methylene chloride). Yields the product C(C1=CC=CC=C1)(C1=CC=CC=C1)(C1=CC=CC=C1)SCCC(=O)O (3-(tritylthio) propanoic acid). The yield is 95.7%. Reaction SMILES: [CH2:1]([C:4]([OH:6])=[O:5])[CH2:2][SH:3].[C:7]1([C:13](Cl)([C:20]2[CH:25]=[CH:24][CH:23]=[CH:22][CH:21]=2)[C:14]2[CH:19]=[CH:18][CH:17]=[CH:16][CH:15]=2)[CH:12]=[CH:11][CH:10]=[CH:9][CH:8]=1>C(Cl)Cl>[C:13]([S:3][CH2:2][CH2:1][C:4]([OH:6])=[O:5])([C:7]1[CH:12]=[CH:11][CH:10]=[CH:9][CH:8]=1)([C:20]1[CH:21]=[CH:22][CH:23]=[CH:24][CH:25]=1)[C:14]1[CH:15]=[CH:16][CH:17]=[CH:18][CH:19]=1. Procedure details: Mercaptopropionic acid 2 (3.14 g) was dissolved in 50 ml of methylene chloride. Triphenylmethylchloride 3 (8.36 g, 30 mmol) was added to that, and 19-hour protection reactions were carried out at room temperature. The precipitate generated through the protection reactions was filtered and gathered, and was rinsed with 40 ml of diethyl ether. The precipitate was then dried under reduced pressure, to form 9.86 g of 3-(tritylthio)propanoic acid 4, which is a white solid. Starting materials: [Br-], CCCC[N+](CCCC)(CCCC)CCCC, C=COCC, OC1c2ccccc2CC1Cl, CCOC(C)OC1c2ccccc2CC1Cl, Clc1ccccc1, [Na+], [OH-], Cc1ccc(S(=O)(=O)O)cc1. Product: CCOC(C)OC1C=Cc2ccccc21. Reaction SMILES: [Br-:46].[CH3:47][CH2:48][CH2:49][CH2:50][N+:51]([CH2:52][CH2:53][CH2:54][CH3:55])([CH2:56][CH2:57][CH2:58][CH3:59])[CH2:60][CH2:61][CH2:62][CH3:63].[CH:12]([O:13][CH2:14][CH3:15])=[CH2:16].[Cl:1][CH:2]1[CH2:3][c:4]2[c:5]([cH:6][cH:7][cH:8][cH:9]2)[CH:10]1[OH:11].[Cl:28][CH:29]1[CH:30]([O:38][CH:39]([CH3:40])[O:41][CH2:42][CH3:43])[c:31]2[cH:32][cH:33][cH:34][cH:35][c:36]2[CH2:37]1.[Cl:64][c:65]1[cH:66][cH:67][cH:68][cH:69][cH:70]1.[Na+:45].[OH-:44].[c:17]1([CH3:18])[cH:19][cH:20][c:21]([S:22]([OH:23])(=[O:24])=[O:25])[cH:26][cH:27]1>>[CH:29]1=[CH:37][c:36]2[c:31]([cH:32][cH:33][cH:34][cH:35]2)[CH:30]1[O:38][CH:39]([CH3:40])[O:41][CH2:42][CH3:43]. Reactants: O=C(CBr)c1ccccc1, Cl, COC(=O)C1(N)CCCC1, [Na+], O=C([O-])O, CN(C)C=O, O. Yields the product COC(=O)C1(NCC(=O)c2ccccc2)CCCC1. Reaction SMILES: [Br:12][CH2:13][C:14](=[O:15])[c:16]1[cH:17][cH:18][cH:19][cH:20][cH:21]1.[ClH:1].[NH2:2][C:3]1([C:8](=[O:9])[O:10][CH3:11])[CH2:4][CH2:5][CH2:6][CH2:7]1.[Na+:26].[O-:22][C:23]([OH:24])=[O:25].[O:28]=[CH:29][N:30]([CH3:31])[CH3:32].[OH2:27]>>[NH:2]([C:3]1([C:8](=[O:9])[O:10][CH3:11])[CH2:4][CH2:5][CH2:6][CH2:7]1)[CH2:13][C:14](=[O:15])[c:16]1[cH:17][cH:18][cH:19][cH:20][cH:21]1. Starting materials: CC(=O)OC(C)=O, ClC(Cl)Cl, O, CCCCCCCCCCCCCCCCNc1ccc(C(=O)OCC(O)CO)cc1. The product is CCCCCCCCCCCCCCCCN(C(C)=O)c1ccc(C(=O)OCC(O)CO)cc1. As a reaction SMILES: [CH3:32][C:33](=[O:34])[O:35][C:36](=[O:37])[CH3:38].[CH:39]([Cl:40])([Cl:41])[Cl:42].[OH2:43].[OH:1][CH:2]([CH2:3][O:4][C:5]([c:6]1[cH:7][cH:8][c:9]([NH:12][CH2:13][CH2:14][CH2:15][CH2:16][CH2:17][CH2:18][CH2:19][CH2:20][CH2:21][CH2:22][CH2:23][CH2:24][CH2:25][CH2:26][CH2:27][CH3:28])[cH:10][cH:11]1)=[O:29])[CH2:30][OH:31]>>[OH:1][CH:2]([CH2:3][O:4][C:5]([c:6]1[cH:7][cH:8][c:9]([N:12]([CH2:13][CH2:14][CH2:15][CH2:16][CH2:17][CH2:18][CH2:19][CH2:20][CH2:21][CH2:22][CH2:23][CH2:24][CH2:25][CH2:26][CH2:27][CH3:28])[C:33]([CH3:32])=[O:34])[cH:10][cH:11]1)=[O:29])[CH2:30][OH:31].